This data is from the Open Reaction Database (ORD), a public repository of structured organic reaction records. The task is: describe an organic reaction: reactants, conditions, products, and yield Starting materials: CCOC(=O)C1=C(c2ccccc2)c2ccc(O)cc2C1, C1COCCO1, O=[Se]=O. Product: CCOC(=O)C1=C(c2ccccc2)c2ccc(O)cc2C1=O. As a reaction SMILES: [CH2:1]([CH3:2])[O:3][C:4](=[O:5])[C:6]1=[C:14]([c:15]2[cH:16][cH:17][cH:18][cH:19][cH:20]2)[c:13]2[c:8]([cH:9][c:10]([OH:21])[cH:11][cH:12]2)[CH2:7]1.[CH2:25]1[O:26][CH2:27][CH2:28][O:29][CH2:30]1.[Se:22](=[O:23])=[O:24]>>[CH2:1]([CH3:2])[O:3][C:4](=[O:5])[C:6]1=[C:14]([c:15]2[cH:16][cH:17][cH:18][cH:19][cH:20]2)[c:13]2[c:8]([cH:9][c:10]([OH:21])[cH:11][cH:12]2)[C:7]1=[O:23]. Reactants: C(C)OCC (ethyl ether), S(=O)(=O)([O-])[O-].[Na+].[Na+] (sodium sulfate), [H-].[Al+3].[Li+].[H-].[H-].[H-] (lithium aluminum hydride), C=1C=C(C=C(C1)NC2=C(C=CC=N2)C(=O)O)C(F)(F)F (niflumic acid). Yield: 85.0%. Run in O1CCCC1 (tetrahydrofuran), C(C)(=O)OCC (ethyl acetate). The product is FC(C=1C=C(C=CC1)NC(O)C=1C=NC=CC1)(F)F ((3-Trifluoromethylphenyl)amino-3-pyridylmethanol). Reported procedure: 500 ml of anhydrous ethyl ether are run gently onto 26 g of lithium aluminum hydride, and 100 g of niflumic acid, dissolved in 250 ml of anhydrous tetrahydrofuran, are then added dropwise. The mixture is then brought to reflux for 3 hours. After cooling, it is hydrolyzed with 150 ml of ethyl acetate and 100 ml of saturated sodium sulfate solution. After filtration, the filtrate is concentrated to obtain the expected compound in the form of a yellow solid. As a reaction SMILES: C([O:3]CC)C.[H-].[Al+3].[Li+].[H-].[H-].[H-].[CH:12]1[CH:13]=[C:14]([C:28]([F:31])([F:30])[F:29])[CH:15]=[C:16]([NH:18][C:19]2[N:24]=[CH:23][CH:22]=[CH:21][C:20]=2[C:25](O)=O)[CH:17]=1.S([O-])([O-])(=O)=O.[Na+].[Na+]>O1CCCC1.C(OCC)(=O)C>[F:29][C:28]([F:31])([F:30])[C:14]1[CH:15]=[C:16]([NH:18][CH:19]([C:20]2[CH:25]=[N:24][CH:23]=[CH:22][CH:21]=2)[OH:3])[CH:17]=[CH:12][CH:13]=1 |f:1.2.3.4.5.6,8.9.10|. Conditions: temperature -78 celsius, time 10 minute. Procedure: To a solution of 9-(t-butyldimethylsilyloxy)nonyl iodide (1.05 g, 2.7 mmol) in pentane (10 ml) and diethylether (7 ml) was added at −78° C. t-BuLi (1.64M in pentane, 3.62 ml, 5.94 mmol), which was stirred for 10 minutes and then stirred for 1 h at room temperature. The mixture was cooled to −78° C. again, and a solution of 7-methoxy-3-methyl-3-(3-pyridyl)chroman-4-one (436 mg, 1.62 mmol) dissolved in THF (5 ml) was added thereto. The resulting solution was stirred at −78° C. for 30 minutes, and ... Reactants: COC1=CC=C2C(C(COC2=C1)(C=1C=NC=CC1)C)=O (7-methoxy-3-methyl-3-(3-pyridyl)chroman-4-one), [Si](C)(C)(C(C)(C)C)OCCCCCCCCCI (9-(t-butyldimethylsilyloxy)nonyl iodide), [Li]C(C)(C)C (t-BuLi), [NH4+].[Cl-] (NH4Cl). Product: [Si](C)(C)(C(C)(C)C)OCCCCCCCCCC1(C(COC2=CC(=CC=C12)OC)(C=1C=NC=CC1)C)O (4-[9-(t-butyldimethylsilyloxy)nonyl]-4-hydroxy-7-methoxy-3-methyl-3-(3-pyridyl)chroman). Isolated yield 75.1%. The solvent is C1CCOC1 (THF), CCCCC (pentane), C(C)OCC (diethylether). As a reaction SMILES: [Si:1]([O:8][CH2:9][CH2:10][CH2:11][CH2:12][CH2:13][CH2:14][CH2:15][CH2:16][CH2:17]I)([C:4]([CH3:7])([CH3:6])[CH3:5])([CH3:3])[CH3:2].[Li]C(C)(C)C.[CH3:24][O:25][C:26]1[CH:35]=[C:34]2[C:29]([C:30](=[O:43])[C:31]([CH3:42])([C:36]3[CH:37]=[N:38][CH:39]=[CH:40][CH:41]=3)[CH2:32][O:33]2)=[CH:28][CH:27]=1.[NH4+].[Cl-]>CCCCC.C(OCC)C.C1COCC1>[Si:1]([O:8][CH2:9][CH2:10][CH2:11][CH2:12][CH2:13][CH2:14][CH2:15][CH2:16][CH2:17][C:30]1([OH:43])[C:29]2[C:34](=[CH:35][C:26]([O:25][CH3:24])=[CH:27][CH:28]=2)[O:33][CH2:32][C:31]1([CH3:42])[C:36]1[CH:37]=[N:38][CH:39]=[CH:40][CH:41]=1)([C:4]([CH3:7])([CH3:6])[CH3:5])([CH3:3])[CH3:2] |f:3.4|. Reactants: C(=O)([O-])[O-].[K+].[K+] (K2CO3), C(=O)([O-])[O-].[Cs+].[Cs+] (Cs2CO3), [I-].[K+] (potassium iodide), C(=O)(OC(C)(C)C)N1C2=CC=C(C=C2C=2C=C3C(=C(C12)OCCBr)N(C=1C=CC(=CC13)F)C(=O)OC(C)(C)C)F (5,7-diBOC-2,10-difluoro-6-(2-bromoethoxy)indolo[2,3-b]carbazole), OCCN1CCN(CCC1)C(=O)OC(C)(C)C (tert-butyl 4-(2-hydroxyethyl)-1,4-diazepane-1-carboxylate). Run in CS(=O)C (DMSO), CC#N (MeCN), CN(C)C=O (DMF). Product: N1(CCNCCC1)CCOC1=C2C(=CC=3C4=CC(=CC=C4N(C13)C(=O)OC(C)(C)C)F)C=1C=C(C=CC1N2C(=O)OC(C)(C)C)F (6-(2-(1,4-diazepan-1-yl)ethoxy)-2,10-difluoro-5,7-diBOC-indolo[2,3-b]carbazole). RXN SMILES: [C:1]([N:8]1[C:20]2[C:19]([O:21][CH2:22][CH2:23]Br)=[C:18]3[N:25]([C:33]([O:35][C:36]([CH3:39])([CH3:38])[CH3:37])=[O:34])[C:26]4[CH:27]=[CH:28][C:29]([F:32])=[CH:30][C:31]=4[C:17]3=[CH:16][C:15]=2[C:14]2[C:9]1=[CH:10][CH:11]=[C:12]([F:40])[CH:13]=2)([O:3][C:4]([CH3:7])([CH3:6])[CH3:5])=[O:2].OCC[N:44]1[CH2:50][CH2:49][CH2:48][N:47](C(OC(C)(C)C)=O)[CH2:46][CH2:45]1.C([O-])([O-])=O.[K+].[K+].C([O-])([O-])=O.[Cs+].[Cs+].[I-].[K+]>CS(C)=O.CC#N.CN(C=O)C>[N:44]1([CH2:23][CH2:22][O:21][C:19]2[C:20]3[N:8]([C:1]([O:3][C:4]([CH3:5])([CH3:6])[CH3:7])=[O:2])[C:9]4[C:14](=[CH:13][C:12]([F:40])=[CH:11][CH:10]=4)[C:15]=3[CH:16]=[C:17]3[C:31]4[CH:30]=[C:29]([F:32])[CH:28]=[CH:27][C:26]=4[N:25]([C:33]([O:35][C:36]([CH3:38])([CH3:39])[CH3:37])=[O:34])[C:18]=23)[CH2:50][CH2:49][CH2:48][NH:47][CH2:46][CH2:45]1 |f:2.3.4,5.6.7,8.9|. Procedure details: A mixture of 5,7-diBOC-2,10-difluoro-6-(2-bromoethoxy)indolo[2,3-b]carbazole (150.0 mg, 0.24 mmol), tert-butyl 4-(2-hydroxyethyl)-1,4-diazepane-1-carboxylate (97.6 mg, 0.49 mmol), a base (K2CO3 or Cs2CO3; 2-10 equiv) and potassium iodide (0.1 equivalent) in a anhydrous solvent (DMF, MeCN or DMSO; 30 mL per mmol) was heated to 80-90° C. for 1-2 hours. The reaction was cooled to room temperature and filtered. The solution was concentrated and dried under vacuum pump. The residue was purified by fl...